This data is from the Open Reaction Database (ORD), a public repository of structured organic reaction records. The task is: describe an organic reaction: reactants, conditions, products, and yield The reactants are C(C1=CC=CC=C1)OC(=O)[C@@H]1N(CCC1)C(\C(=C\C=C(\C(=O)N1[C@H](CCC1)C(=O)OCC1=CC=CC=C1)/C)\C)=O ((2E,4E)-(R)-1-[6-[(R)-2-benzyloxycarbonyl-pyrrolidin-1-yl]-2,5-dimethyl- 6-oxo-hexa-2,4-dienoyl]-pyrrolidine-2-carboxylic acid benzyl ester), [H][H] (hydrogen). Reagents/catalysts: [Pt](=O)=O (platinum (IV) oxide). Run in O1CCOCC1 (dioxane). Product: C(=O)(O)[C@@H]1N(CCC1)C(C(CCC(C(=O)N1[C@H](CCC1)C(=O)O)C)C)=O ((R)-1-[6-[(R)-2-Carboxy-pyrrolidin-1-yl)-2,5-dimethyl-6-oxo-hexanoyl]-pyrrolidine-2-carboxylic acid). Isolated yield 99.6%. As a reaction SMILES: C([O:8][C:9]([C@H:11]1[CH2:15][CH2:14][CH2:13][N:12]1[C:16](=[O:40])/[C:17](/[CH3:39])=[CH:18]/[CH:19]=[C:20](\[CH3:38])/[C:21]([N:23]1[CH2:27][CH2:26][CH2:25][C@@H:24]1[C:28]([O:30]CC1C=CC=CC=1)=[O:29])=[O:22])=[O:10])C1C=CC=CC=1.[H][H]>O1CCOCC1.[Pt](=O)=O>[C:28]([C@H:24]1[CH2:25][CH2:26][CH2:27][N:23]1[C:21](=[O:22])[CH:20]([CH3:38])[CH2:19][CH2:18][CH:17]([CH3:39])[C:16]([N:12]1[CH2:13][CH2:14][CH2:15][C@@H:11]1[C:9]([OH:10])=[O:8])=[O:40])([OH:30])=[O:29]. Procedure details: A solution of 593 mg (1.09 mmol) (2E,4E)-(R)-1-[6-[(R)-2-benzyloxycarbonyl-pyrrolidin-1-yl]-2,5-dimethyl- 6-oxo-hexa-2,4-dienoyl]-pyrrolidine-2-carboxylic acid benzyl ester in 15 ml dioxane was stirred with 25 mg (0.11 mmol) platinum (IV) oxide under 1 atm of hydrogen for 72 h at room temperature. After filtration to remove the catalyst, the reaction mixture was concentrated in vacuo and azeotroped three times with chloroform on a rotary evaporator to remove last traces of dioxane, then triturat...